This data is from the Open Reaction Database (ORD), a public repository of structured organic reaction records. The task is: describe an organic reaction: reactants, conditions, products, and yield The reactants are NC1=C(C(=O)N(C)OC)C=C(C=C1)F (2-amino-5-fluoro-N-methoxy-N-methylbenzamide), C(C)(C)[Mg]Cl (isopropylmagnesium chloride), N1=C(C=CC=C1)[Mg]Br (2-pyridylmagnesium bromide). Run in C1CCOC1 (THF), C1CCOC1 (THF), C1CCOC1 (THF), C(Cl)Cl (DCM). Conditions: time 40 minute. Yields the product NC1=C(C=C(C=C1)F)C(=O)C1=NC=CC=C1 ((2-amino-5-fluorophenyl)(pyridin-2-yl)methanone). Reaction SMILES: [NH2:1][C:2]1[CH:13]=[CH:12][C:11]([F:14])=[CH:10][C:3]=1[C:4](N(OC)C)=[O:5].C([Mg]Cl)(C)C.[N:20]1[CH:25]=[CH:24][CH:23]=[CH:22][C:21]=1[Mg]Br>C1COCC1.C(Cl)Cl>[NH2:1][C:2]1[CH:13]=[CH:12][C:11]([F:14])=[CH:10][C:3]=1[C:4]([C:21]1[CH:22]=[CH:23][CH:24]=[CH:25][N:20]=1)=[O:5]. Reported procedure: To a −78° C. solution of 2-amino-5-fluoro-N-methoxy-N-methylbenzamide (9.40 g, 47.4 mmol) in THF (39.5 mL) was added isopropylmagnesium chloride 2.0M in THF (47.4 mL, 94.8 mmol) at −40° C. The solution was allowed to rise to −10° C. over 40 min then was lowered back to −40° C. in an acetonitrile/dry ice bath. To the cooled mixture was added 2-pyridylmagnesium bromide, 0.25M in THF (209 mL, 52.2 mmol) and the mixture was allowed to warm to rt. After 22 h, the reaction was diluted with DCM (200 mL... The reactants are OC(CCl)Cc1cccc(C=Cc2c(Cl)cccc2Cl)c1, [I-], [N-]=[N+]=[N-], [Na+], [Na+], CN(C)C=O. Yields the product [N-]=[N+]=NCC(O)Cc1cccc(C=Cc2c(Cl)cccc2Cl)c1. Reaction SMILES: [Cl:1][CH2:2][CH:3]([CH2:4][c:5]1[cH:6][c:7]([CH:11]=[CH:12][c:13]2[c:14]([Cl:20])[cH:15][cH:16][cH:17][c:18]2[Cl:19])[cH:8][cH:9][cH:10]1)[OH:21].[I-:22].[N-:24]=[N+:25]=[N-:26].[Na+:23].[Na+:27].[O:28]=[CH:29][N:30]([CH3:31])[CH3:32]>>[CH2:2]([CH:3]([CH2:4][c:5]1[cH:6][c:7]([CH:11]=[CH:12][c:13]2[c:14]([Cl:20])[cH:15][cH:16][cH:17][c:18]2[Cl:19])[cH:8][cH:9][cH:10]1)[OH:21])[N:24]=[N+:25]=[N-:26]. The reactants are CC(=O)[O-], COC(=O)Nc1nc2c(OC)cccc2s1, CC(=O)O, ClI, [Na+], O. Yields the product COC(=O)Nc1nc2c(OC)ccc(I)c2s1. Reaction SMILES: [CH3:18][C:19](=[O:20])[O-:21].[CH3:1][O:2][C:3]([NH:4][c:5]1[s:6][c:7]2[c:8]([n:9]1)[c:10]([O:14][CH3:15])[cH:11][cH:12][cH:13]2)=[O:16].[CH3:25][C:26](=[O:27])[OH:28].[I:22][Cl:23].[Na+:17].[OH2:24]>>[CH3:1][O:2][C:3]([NH:4][c:5]1[s:6][c:7]2[c:8]([n:9]1)[c:10]([O:14][CH3:15])[cH:11][cH:12][c:13]2[I:22])=[O:16]. The reactants are C(C1=CC=CC=C1)(C1=CC=CC=C1)N1C(CC1=O)C(=O)OCC (ethyl 1-benzhydryl-4-oxo-2-azetidine-carboxylate), ice water, CO (methanol), sodium tetrahydrido-borate(III), O (water), three. The solvent is C(C)(=O)OCC (ethyl acetate). The product is C(C1=CC=CC=C1)(C1=CC=CC=C1)N1C(CC1CO)=O (1-Benzhydryl-4-(hydroxymethyl)-2-azetidinone). Isolated yield 73.0%. As a reaction SMILES: [CH:1]([N:14]1[C:17](=[O:18])[CH2:16][CH:15]1[C:19](OCC)=[O:20])([C:8]1[CH:13]=[CH:12][CH:11]=[CH:10][CH:9]=1)[C:2]1[CH:7]=[CH:6][CH:5]=[CH:4][CH:3]=1.CO.O>C(OCC)(=O)C>[CH:1]([N:14]1[CH:15]([CH2:19][OH:20])[CH2:16][C:17]1=[O:18])([C:8]1[CH:13]=[CH:12][CH:11]=[CH:10][CH:9]=1)[C:2]1[CH:3]=[CH:4][CH:5]=[CH:6][CH:7]=1. Reported procedure: To a solution of 1.3 g. (4.2 mmoles) of ethyl 1-benzhydryl-4-oxo-2-azetidine-carboxylate in 5 ml. of methanol 0.32 g. (8.4 mmoles) of sodium tetrahydrido-borate(III) are added with outer cooling with ice water and stirring. The mixture is stirred for 10 minutes, whereupon it is poured onto 20 ml. of water and shaken with three 10-ml. portions of ethyl acetate. The ethyl acetate solution is dried with magnesium sulfate, filtered and the filtrate is evaporated. The oily residue is crystallized by ... Reactants: COC=1C=C(C=CC1OC)N (3,4-dimethoxy-phenyl-amine), ClC=1C=NC=C(C1C=O)Cl (3,5-dichloro-pyridine-4-carbaldehyde), O (water), 4A, [BH4-].[Na+] (NaBH4), petroleum ether AcOEt, imine. Run in C1(=CC=CC=C1)C (toluene). Conditions: temperature 0 celsius, time 18 hour. Yields the product ClC=1C=NC=C(C1CNC1=CC(=C(C=C1)OC)OC)Cl ((3,5-Dichloro-pyridin-4-ylmethyl)-(3,4-dimethoxy-phenyl)-amine), solid. As a reaction SMILES: [CH3:1][O:2][C:3]1[CH:4]=[C:5]([NH2:11])[CH:6]=[CH:7][C:8]=1[O:9][CH3:10].[Cl:12][C:13]1[CH:14]=[N:15][CH:16]=[C:17]([Cl:21])[C:18]=1[CH:19]=O.[BH4-].[Na+].O>C1(C)C=CC=CC=1>[Cl:12][C:13]1[CH:14]=[N:15][CH:16]=[C:17]([Cl:21])[C:18]=1[CH2:19][NH:11][C:5]1[CH:6]=[CH:7][C:8]([O:9][CH3:10])=[C:3]([O:2][CH3:1])[CH:4]=1 |f:2.3|. Procedure: Commercially available 3,4-dimethoxy-phenyl-amine (1.74 g, 11.3 mmoles) and 3,5-dichloro-pyridine-4-carbaldehyde (2.0 g, 11.3 mmoles) were dissolved in toluene (40 mL) under nitrogen atmosphere. Molecular sieves (4A, 1 g) were added, and the mixture was heated to reflux. Reaction monitoring was performed by TLC analysis (petroleum ether/AcOEt 7/3): formation of the imine intermediate was completed after 3 hours. Molecular sieves were removed by filtration and the solvent was evaporated. The resi... Reactants: C(C=C)N(S(=O)(=O)N(C(=O)OC(C)(C)C)CC=C)CC(=O)OCC (ethyl (allyl{[allyl(tert-butoxycarbonyl)amino]sulfonyl}amino)acetate), [H-] (hydride). The solvent is ClCCl (dichloromethane), ClCCl (dichloromethane). Run at temperature -78 celsius, time 1 hour. The product is C(C=C)N(C(OC(C)(C)C)=O)S(=O)(=O)N(CC=O)CC=C (tert-Butyl allyl{[allyl(2-oxoethyl)amino]sulfonyl}carbamate). Isolated yield 63.8%. As a reaction SMILES: [CH2:1]([N:4]([CH2:19][C:20](OCC)=[O:21])[S:5]([N:8]([CH2:16][CH:17]=[CH2:18])[C:9]([O:11][C:12]([CH3:15])([CH3:14])[CH3:13])=[O:10])(=[O:7])=[O:6])[CH:2]=[CH2:3].[H-]>ClCCl>[CH2:16]([N:8]([S:5]([N:4]([CH2:1][CH:2]=[CH2:3])[CH2:19][CH:20]=[O:21])(=[O:6])=[O:7])[C:9](=[O:10])[O:11][C:12]([CH3:15])([CH3:14])[CH3:13])[CH:17]=[CH2:18]. Reported procedure: A solution of ethyl (allyl{[allyl(tert-butoxycarbonyl)amino]sulfonyl}amino)acetate (1.11 g, 3.05 mmol) in dichloromethane (15 mL) at −78° C. under N2 was treated with 1.0 M diisobutylaluminun hydride in dichloromethane (3.66 mL, 3.66 mmol, 1.2 equiv.). The reaction mixture was stirred at −78° C. for 1 h and then quenched with methanol (1.5 mL) and treated with a saturated solution of sodium potassium tartrate (65 mL). This solution was stirred at room temperature overnight. The aqueous layer was... Starting materials: [BH3-]C#N, Cc1ncc(CN2CC(C)C(c3nc4c(cnn4C4CCOCC4)c(=O)[nH]3)C2)cn1, O=Cc1ccccc1F, [Na+]. Product: CC1CN(Cc2ccccc2F)CC1c1nc2c(cnn2C2CCOCC2)c(=O)[nH]1. Reaction SMILES: [C:31]([BH3-:32])#[N:33].[CH3:1][CH:2]1[CH:3]([c:15]2[nH:16][c:17](=[O:30])[c:18]3[c:19]([n:20]2)[n:21]([CH:24]2[CH2:25][CH2:26][O:27][CH2:28][CH2:29]2)[n:22][cH:23]3)[CH2:4][N:5]([CH2:7][c:8]2[cH:9][n:10][c:11]([CH3:12])[n:13][cH:14]2)[CH2:6]1.[F:35][c:36]1[c:37]([CH:38]=[O:39])[cH:40][cH:41][cH:42][cH:43]1.[Na+:34]>>[CH3:1][CH:2]1[CH:3]([c:15]2[nH:16][c:17](=[O:30])[c:18]3[c:19]([n:20]2)[n:21]([CH:24]2[CH2:25][CH2:26][O:27][CH2:28][CH2:29]2)[n:22][cH:23]3)[CH2:4][N:5]([CH2:38][c:37]2[c:36]([F:35])[cH:43][cH:42][cH:41][cH:40]2)[CH2:6]1. Reactants: N (Ammonia), C(C1=CC=CC=C1)O[C@@H]1[C@H](C(OC)O[C@@H]1[C@H](OCC1=CC=CC=C1)COCC1=CC=CC=C1)OCCCCCCC (Methyl 3,5,6-tri-O-benzyl-2-O-heptyl-D-glucofuranoside), [Na] (sodium). The solvent is CCOCC (ether). Product: C(CCCCCC)O[C@H]1C(OC)O[C@@H]([C@@H]1O)[C@H](O)CO (Methyl 2-O-heptyl-D-glucofuranoside). Isolated yield 89.3%. As a reaction SMILES: C([O:8][C@H:9]1[C@@H:15]([C@@H:16]([CH2:25][O:26]CC2C=CC=CC=2)[O:17]CC2C=CC=CC=2)[O:14][CH:11]([O:12][CH3:13])[C@@H:10]1[O:34][CH2:35][CH2:36][CH2:37][CH2:38][CH2:39][CH2:40][CH3:41])C1C=CC=CC=1.N.[Na]>CCOCC>[CH2:35]([O:34][C@@H:10]1[C@@H:9]([OH:8])[C@@H:15]([C@@H:16]([CH2:25][OH:26])[OH:17])[O:14][CH:11]1[O:12][CH3:13])[CH2:36][CH2:37][CH2:38][CH2:39][CH2:40][CH3:41] |^1:42|. Procedure details: Methyl 3,5,6-tri-O-benzyl-2-O-heptyl-D-glucofuranoside (10.5 g, 0.019 mol) was dissolved in 25 ml of anhydrous ether and placed in a flask maintained at -40 to -50 C. in an acetone-dry ice bath. Ammonia (100 ml) was condensed into the flask, and 2.05 g (1.6 eq.) of sodium metal was added in small portions, until a deep blue color persisted. The excess sodium metal was quenched by the careful addition of solid ammonium chloride, and the mixture was allowed to warm up to room temperature with nitr... Reactants: Cl.COC1=CC=C(C=C1)C=1N=C(NC1C1=CC=C(C=C1)OC)SC1=C(C=C(C=C1)C(F)(F)F)N (4,5-bis(4-methoxyphenyl)-2-(2-amino-4-trifluoromethylphenylthio)imidazole hydrochloride), O1CCOCC1 (dioxane), Cl (hydrochloric acid), N(=O)OCCC(C)C (isoamyl nitrite). The solvent is C(C)O (ethanol). Reaction conditions: time 30 minute. Product: COC1=CC=C(C=C1)C=1N=C(NC1C1=CC=C(C=C1)OC)SC1=CC=C(C=C1)C(F)(F)F (4,5-bis(4-methoxyphenyl)-2-(4-trifluoromethylphenylthio)imidazole). Yield: 85.7%. Reaction SMILES: Cl.[CH3:2][O:3][C:4]1[CH:9]=[CH:8][C:7]([C:10]2[N:11]=[C:12]([S:23][C:24]3[CH:29]=[CH:28][C:27]([C:30]([F:33])([F:32])[F:31])=[CH:26][C:25]=3N)[NH:13][C:14]=2[C:15]2[CH:20]=[CH:19][C:18]([O:21][CH3:22])=[CH:17][CH:16]=2)=[CH:6][CH:5]=1.O1CCOCC1.Cl.N(OCCC(C)C)=O>C(O)C>[CH3:2][O:3][C:4]1[CH:5]=[CH:6][C:7]([C:10]2[N:11]=[C:12]([S:23][C:24]3[CH:29]=[CH:28][C:27]([C:30]([F:32])([F:33])[F:31])=[CH:26][CH:25]=3)[NH:13][C:14]=2[C:15]2[CH:16]=[CH:17][C:18]([O:21][CH3:22])=[CH:19][CH:20]=2)=[CH:8][CH:9]=1 |f:0.1|. Procedure: 2.61 g of 4,5-bis(4-methoxyphenyl)-2-(2-amino-4-trifluoromethylphenylthio)imidazole hydrochloride is suspended in a mixture of 70 ml of absolute ethanol, 30 ml of absolute dioxane, and 365 mg of hydrochloric acid and combined at 0° with 0.586 g of isoamyl nitrite. The mixture is agitated for 30 minutes, then heated for 2 hours to boiling, and the solution evaporated to dryness under vacuum. The residue is distributed between ethyl acetate and sodium bicarbonate solution. The organic solution is ... Reactants: CC=1NC(=CC(C1C(=O)OC)C1=CC=C(C=C1)F)C (Methyl 1,4-dihydro-2,6-dimethyl-4-(4-fluorophenyl)-pyridine-3-carboxylate). Reagents/catalysts: [O-2].[Cr+6].[O-2].[O-2] (chromium(VI) oxide). The solvent is C(C)(=O)O (acetic acid). The product is CC1=NC(=CC(=C1C(=O)OC)C1=CC=C(C=C1)F)C (Methyl 2,6-dimethyl-4-(4-fluorophenyl)-pyridine-3-carboxylate). RXN SMILES: [CH3:1][C:2]1[NH:3][C:4]([CH3:19])=[CH:5][CH:6]([C:12]2[CH:17]=[CH:16][C:15]([F:18])=[CH:14][CH:13]=2)[C:7]=1[C:8]([O:10][CH3:11])=[O:9]>C(O)(=O)C.[O-2].[Cr+6].[O-2].[O-2]>[CH3:1][C:2]1[C:7]([C:8]([O:10][CH3:11])=[O:9])=[C:6]([C:12]2[CH:17]=[CH:16][C:15]([F:18])=[CH:14][CH:13]=2)[CH:5]=[C:4]([CH3:19])[N:3]=1 |f:2.3.4.5|. Procedure: 8.6 g (33 mmol) of crude product from Example 27 and 3.3 g of chromium(VI) oxide are heated under reflux for 1 hour in 90 ml of glacial acetic acid. The solvent is then removed on the rotary evaporator, ethyl acetate/petroleum ether 1:1 is added to the residue and undissolved material is filtered off with suction. The mother liquor is concentrated in vacuo and chromatographed over 500 g of silica gel using ethyl acetate/petroleum ether 1:1.